From a dataset of the Open Reaction Database (ORD), a public repository of structured organic reaction records. describe an organic reaction: reactants, conditions, products, and yield Starting materials: C(C1=CC=CC=C1)N1CCC2=C(C1)C1=C(OC2(C)C)C=C(C=C1O)C(C)C(CCCCC)C (2-benzyl-5,5-dimethyl-10-hydroxy-8-(3-methyl-2-octyl)-1,2,3,4-tetrahydro-5H-[1]benzopyrano[3,4-d]pyridine). Reagents/catalysts: [Pd] (palladium on carbon). Solvent: C=1(C(=CC=CC1)C)C (xylene). Yields the product CC1(OC2=C(C(=CC(=C2)C(C)C(CCCCC)C)O)C=2C1=CC=NC2)C (5,5-Dimethyl-10-hydroxy-8-(3-methyl-2-octyl)-5H-[1]benzopyrano[3,4-d]pyridine). RXN SMILES: C([N:8]1[CH2:13][C:12]2[C:14]3[C:23]([OH:24])=[CH:22][C:21]([CH:25]([CH:27]([CH3:33])[CH2:28][CH2:29][CH2:30][CH2:31][CH3:32])[CH3:26])=[CH:20][C:15]=3[O:16][C:17]([CH3:19])([CH3:18])[C:11]=2[CH2:10][CH2:9]1)C1C=CC=CC=1>[Pd].C1(C)C(C)=CC=CC=1>[CH3:19][C:17]1([CH3:18])[C:11]2=[CH:10][CH:9]=[N:8][CH:13]=[C:12]2[C:14]2[C:23]([OH:24])=[CH:22][C:21]([CH:25]([CH:27]([CH3:33])[CH2:28][CH2:29][CH2:30][CH2:31][CH3:32])[CH3:26])=[CH:20][C:15]=2[O:16]1. Reported procedure: A mixture of 2.23 g. of 2-benzyl-5,5-dimethyl-10-hydroxy-8-(3-methyl-2-octyl)-1,2,3,4-tetrahydro-5H-[1]benzopyrano[3,4-d]pyridine, 0.8 g. (10%) palladium on carbon, and 100 ml. of xylene was stirred and refluxed for 24 hours. After removal of the catalyst, the filtrate was evaporated in vacuo and the residue was recrystallized from acetonitrile; m.p. 154°-156°. Starting materials: ClC=1C(C=CC=CC1)=O (2-chloro-2,4,6-cycloheptatrien-1-one), [Na+].[SH-] (sodium sulfhydrate). The solvent is C(C)O (ethanol), C(C)O (ethanol). Reaction conditions: temperature -70 celsius, time 2 hour. Product: SC=1C(C=CC=CC1)=O (2-Mercapto-2,4,6-cycloheptatrien-1-one). As a reaction SMILES: Cl[C:2]1[C:3](=[O:9])[CH:4]=[CH:5][CH:6]=[CH:7][CH:8]=1.[Na+].[SH-:11]>C(O)C>[SH:11][C:2]1[C:3](=[O:9])[CH:4]=[CH:5][CH:6]=[CH:7][CH:8]=1 |f:1.2|. Procedure details: A solution of 2-chloro-2,4,6-cycloheptatrien-1-one [2.82 g, described by T. Nozoe et al., Proc. Japan Acad., 28, 483 (1952)] in ethanol (20 ml) is added dropwise to a suspension, cooled to -70° C., of sodium sulfhydrate (2.2 g) in ethanol (20 ml). The mixture is stirred at -70° C. for two hours, allowed to warm to room temperature and stirred at room temperature for one hour. The mixture is filtered and the filtrate is evaporated. The residue is suspended in water, the mixture is acidified to pH...